From a dataset of the Open Reaction Database (ORD), a public repository of structured organic reaction records. describe an organic reaction: reactants, conditions, products, and yield The reactants are O (water), C([O-])([O-])=O.[Na+].[Na+] (sodium carbonate), CC1(C2CN(CC12)C(\C=C\C=1SC=CC1C)=O)C=1C=C(C=CC1)NS(=O)(=O)C (N-(3-{6-methyl-3-[(E)-3-(3-methyl-2-thienyl)-2-propenoyl]-3-azabicyclo[3.1.0]hex-6-yl}phenyl)methanesulfonamide), [H-].[Al+3].[Li+].[H-].[H-].[H-] (lithium aluminium hydride). The solvent is C(C)(=O)OCC (ethyl acetate), O1CCCC1 (tetrahydrofuran). Conditions: time 7 hour. Product: N (ammonia), CC1(C2CN(CC12)C\C=C\C=1SC=CC1C)C=1C=C(C=CC1)NS(=O)(=O)C (N-(3-{6-Methyl-3-[(E)-3-(3-methyl-2-thienyl)-2-propenyl]-3-azabicyclo[3.1.0]hex-6-yl}phenyl)methanesulfonamide), oil. The yield is 62.0%. As a reaction SMILES: [CH3:1][C:2]1([C:18]2[CH:19]=[C:20]([NH:24][S:25]([CH3:28])(=[O:27])=[O:26])[CH:21]=[CH:22][CH:23]=2)[CH:7]2[CH:3]1[CH2:4][N:5]([C:8](=O)/[CH:9]=[CH:10]/[C:11]1[S:12][CH:13]=[CH:14][C:15]=1[CH3:16])[CH2:6]2.[H-].[Al+3].[Li+].[H-].[H-].[H-].O.C(=O)([O-])[O-].[Na+].[Na+]>O1CCCC1.C(OCC)(=O)C>[NH3:5].[CH3:1][C:2]1([C:18]2[CH:19]=[C:20]([NH:24][S:25]([CH3:28])(=[O:27])=[O:26])[CH:21]=[CH:22][CH:23]=2)[CH:7]2[CH:3]1[CH2:4][N:5]([CH2:8]/[CH:9]=[CH:10]/[C:11]1[S:12][CH:13]=[CH:14][C:15]=1[CH3:16])[CH2:6]2 |f:1.2.3.4.5.6,8.9.10|. Procedure: To a solution of N-(3-{6-methyl-3-[(E)-3-(3-methyl-2-thienyl)-2-propenoyl]-3-azabicyclo[3.1.0]hex-6-yl}phenyl)methanesulfonamide (Preparation 134, 100 mg, 0.240 mmol) in anhydrous tetrahydrofuran (2.5 ml) under a nitrogen atmosphere at 0° C. was added dropwise lithium aluminium hydride (1.0M solution in tetrahydrofuran, 0.25 ml, 0.25 mmol) and the reaction mixture was stirred at room temperature for 7 h. The rapidly stirred reaction mixture was treated sequentially with water (0.25 ml), sodium c... The reactants are COC12CC3(CC(CC3C1)C2)N (1-methoxytricyclo[3.3.1.03,7]nonan-3-amine), ClCC(=O)N1[C@@H](CCC1)C#N ((S)-1-(2-chloro-acetyl)pyrrolidine-2-carbonitrile), C(=O)([O-])[O-].[K+].[K+] (K2CO3). The solvent is CS(=O)C (DMSO), CCOC(=O)C (EtOAc). Run at time 3 hour. The product is COC12CC3(CC(CC3C1)C2)NCC(=O)N2[C@@H](CCC2)C#N ((2S)-1-{[(1-methoxytricyclo[3.3.1.03,7]non-3-yl)amino]acetyl}pyrrolidine-2-carbonitrile). The yield is 41.6%. As a reaction SMILES: [CH3:1][O:2][C:3]12[CH2:11][CH:7]3[CH2:8][CH:9]([CH2:10]1)[C:5]([NH2:12])([CH2:6]3)[CH2:4]2.Cl[CH2:14][C:15]([N:17]1[CH2:21][CH2:20][CH2:19][C@H:18]1[C:22]#[N:23])=[O:16].C([O-])([O-])=O.[K+].[K+]>CS(C)=O.CCOC(C)=O>[CH3:1][O:2][C:3]12[CH2:11][CH:7]3[CH2:8][CH:9]([CH2:10]1)[C:5]([NH:12][CH2:14][C:15]([N:17]1[CH2:21][CH2:20][CH2:19][C@H:18]1[C:22]#[N:23])=[O:16])([CH2:6]3)[CH2:4]2 |f:2.3.4|. Procedure: To a stirred solution of the amino compound obtained by step V (0.16 g, 0.95 mmol) in DMSO (4.0 mL) was added (S)-1-(2-chloro-acetyl)pyrrolidine-2-carbonitrile (0.17 g, 0.96 mmol) and K2CO3 (0.4 g, 2.9 mmol). The reaction mixture was gradually warmed to room temperature and stirred for 3 h. The reaction mixture was diluted with EtOAc and washed with water ad brine, dried over Na2SO4, and the solvent was removed under reduced pressure. The crude product was purified by column chromatography to ob... Reactants: CN(C)C1CCNCC1, COc1cc(F)ccc1[N+](=O)[O-]. Yields the product COc1cc(N2CCC(N(C)C)CC2)ccc1[N+](=O)[O-]. Reaction SMILES: [CH3:13][N:14]([CH:15]1[CH2:16][CH2:17][NH:18][CH2:19][CH2:20]1)[CH3:21].[F:1][c:2]1[cH:3][c:4]([O:11][CH3:12])[c:5]([N+:8](=[O:9])[O-:10])[cH:6][cH:7]1>>[c:2]1([N:18]2[CH2:17][CH2:16][CH:15]([N:14]([CH3:13])[CH3:21])[CH2:20][CH2:19]2)[cH:3][c:4]([O:11][CH3:12])[c:5]([N+:8](=[O:9])[O-:10])[cH:6][cH:7]1. Starting materials: BrC1=C(C(=NC(=C1)Br)C1=C(C=C(C=C1)F)F)CCC(=O)NC1=C(C=CC=C1Cl)Cl (3-[4,6-dibromo-2-(2,4-difluorophenyl)pyridin-3-yl]-N-(2,6-dichlorophenyl)propanamide), C([O-])([O-])=O.[K+].[K+] (potassium carbonate). The reagents and catalysts are [Cu](I)I (copper iodide). Solvent: C([O-])(O)=O.[Na+] (sodium bicarbonate), CN(C)C=O (DMF). Run at temperature 155 celsius, time 24 hour. Yields the product BrC1=NC(=C2CCC(N(C2=C1)C1=C(C=CC=C1Cl)Cl)=O)C1=C(C=C(C=C1)F)F (7-Bromo-1-(2,6-dichlorophenyl)-5-(2,4-difluorophenyl)-3,4-dihydro-1,6-naphthyridin-2(1H)-one). As a reaction SMILES: Br[C:2]1[CH:7]=[C:6]([Br:8])[N:5]=[C:4]([C:9]2[CH:14]=[CH:13][C:12]([F:15])=[CH:11][C:10]=2[F:16])[C:3]=1[CH2:17][CH2:18][C:19]([NH:21][C:22]1[C:27]([Cl:28])=[CH:26][CH:25]=[CH:24][C:23]=1[Cl:29])=[O:20].C(=O)([O-])[O-].[K+].[K+]>CN(C=O)C.C(=O)(O)[O-].[Na+].[Cu](I)I>[Br:8][C:6]1[CH:7]=[C:2]2[C:3]([CH2:17][CH2:18][C:19](=[O:20])[N:21]2[C:22]2[C:27]([Cl:28])=[CH:26][CH:25]=[CH:24][C:23]=2[Cl:29])=[C:4]([C:9]2[CH:14]=[CH:13][C:12]([F:15])=[CH:11][C:10]=2[F:16])[N:5]=1 |f:1.2.3,5.6|. Procedure: To a solution of 3-[4,6-dibromo-2-(2,4-difluorophenyl)pyridin-3-yl]-N-(2,6-dichlorophenyl)propanamide (1 g) in 30 mL of DMF was added potassium carbonate (0.489 g) and copper iodide (0.5 g). The reaction mixture was stirred for 24 h at 155° C., then cooled and diluted with 10 mL of saturated sodium bicarbonate. This solution was extracted twice with 10 mL of ethyl acetate, washed with 10 mL of brine, dried with sodium sulfate, then concentrated. The residue was purified by flash chromatography w...